Task: describe an organic reaction: reactants, conditions, products, and yield. Dataset: the Open Reaction Database (ORD), a public repository of structured organic reaction records Starting materials: CO, COC(=O)c1c(C(F)F)cccc1C(F)F, [Li+], [OH-]. Yields the product O=C(O)c1c(C(F)F)cccc1C(F)F. As a reaction SMILES: [CH3:19][OH:20].[F:1][CH:2]([c:3]1[c:4]([C:5](=[O:6])[O:7][CH3:8])[c:9]([CH:13]([F:14])[F:15])[cH:10][cH:11][cH:12]1)[F:16].[Li+:17].[OH-:18]>>[F:1][CH:2]([c:3]1[c:4]([C:5](=[O:6])[OH:7])[c:9]([CH:13]([F:14])[F:15])[cH:10][cH:11][cH:12]1)[F:16]. The product is O=C(O)C(c1ccccc1)N(Cc1ccccc1)C(=O)c1ccc([N+](=O)[O-])cc1. Reactants: COC(=O)C(c1ccccc1)N(Cc1ccccc1)C(=O)c1ccc([N+](=O)[O-])cc1, C1CCOC1, CO, [Li+], [OH-], O, O. RXN SMILES: [CH2:1]([c:2]1[cH:3][cH:4][cH:5][cH:6][cH:7]1)[N:8]([C:9]([c:10]1[cH:11][cH:12][c:13]([N+:16](=[O:17])[O-:18])[cH:14][cH:15]1)=[O:19])[CH:20]([C:21](=[O:22])[O:23][CH3:24])[c:25]1[cH:26][cH:27][cH:28][cH:29][cH:30]1.[CH2:31]1[O:32][CH2:33][CH2:34][CH2:35]1.[CH3:39][OH:40].[Li+:38].[OH-:37].[OH2:36].[OH2:41]>>[CH2:1]([c:2]1[cH:3][cH:4][cH:5][cH:6][cH:7]1)[N:8]([C:9]([c:10]1[cH:11][cH:12][c:13]([N+:16](=[O:17])[O-:18])[cH:14][cH:15]1)=[O:19])[CH:20]([C:21](=[O:22])[OH:23])[c:25]1[cH:26][cH:27][cH:28][cH:29][cH:30]1. Reactants: solution, Cl (hydrogen chloride), C(C)(C)(C)OC(=O)N(C1=C(C=CC(=C1)OC)[N+](=O)[O-])C (N-t-butoxycarbonyl-N-methyl-5-methoxy-2-nitroaniline). Solvent: O1CCOCC1 (1,4-dioxane). Run at time 2 hour. Yields the product CNC1=C(C=CC(=C1)OC)[N+](=O)[O-] (N-Methyl-5-methoxy-2-nitroaniline). Isolated yield 105.2%. RXN SMILES: Cl.C(O[C:7]([N:9](C)[C:10]1[CH:15]=[C:14]([O:16][CH3:17])[CH:13]=[CH:12][C:11]=1[N+:18]([O-:20])=[O:19])=O)(C)(C)C>O1CCOCC1>[CH3:7][NH:9][C:10]1[CH:15]=[C:14]([O:16][CH3:17])[CH:13]=[CH:12][C:11]=1[N+:18]([O-:20])=[O:19]. Reported procedure: 750 ml of a 4N solution of hydrogen chloride in 1,4-dioxane were added to 52 g of N-t-butoxycarbonyl-N-methyl-5-methoxy-2-nitroaniline [prepared as described in step (c) above] at room temperature, and the resulting mixture was stirred for 2 hours. At the end of this time, the reaction mixture was freed from the solvent by distillation under reduced pressure, and the resulting residue was mixed with water and ethyl acetate. The mixture was then neutralized by the addition of sodium hydrogencarbo...